From a dataset of the Open Reaction Database (ORD), a public repository of structured organic reaction records. describe an organic reaction: reactants, conditions, products, and yield Yields the product CCOC(=O)Cc1cccc(Oc2ccc(Br)cc2CN2CCCC2=O)c1. Reactants: CCOC(=O)Cc1cccc(Oc2ccc(Br)cc2CBr)c1, C1COCCO1, [H-], O=C1CCCN1, [Na+]. Reaction SMILES: [CH2:1]([CH3:2])[O:3][C:4]([CH2:5][c:6]1[cH:7][c:8]([O:12][c:13]2[c:14]([CH2:20][Br:21])[cH:15][c:16]([Br:19])[cH:17][cH:18]2)[cH:9][cH:10][cH:11]1)=[O:22].[CH2:31]1[O:32][CH2:33][CH2:34][O:35][CH2:36]1.[H-:29].[NH:23]1[C:24](=[O:28])[CH2:25][CH2:26][CH2:27]1.[Na+:30]>>[CH2:1]([CH3:2])[O:3][C:4]([CH2:5][c:6]1[cH:7][c:8]([O:12][c:13]2[c:14]([CH2:20][N:23]3[C:24](=[O:28])[CH2:25][CH2:26][CH2:27]3)[cH:15][c:16]([Br:19])[cH:17][cH:18]2)[cH:9][cH:10][cH:11]1)=[O:22]. Reaction SMILES: [Cl:1][C:2]1[CH:10]=[CH:9][CH:8]=[C:4]([C:5]([OH:7])=[O:6])[C:3]=1[NH2:11].[C:12](Cl)(Cl)=[O:13]>ClC1C=CC=CC=1>[Cl:1][C:2]1[CH:10]=[CH:9][CH:8]=[C:4]2[C:5]([O:7][C:12](=[O:13])[NH:11][C:3]=12)=[O:6]. Procedure details: 190.7 g of 90% 3-chloroanthranilic acid, corresponding to 171.6 g (1.0 mol) of 100% 3-chloroanthranilic acid, are initially introduced, in 1,970.0 g of chlorobenzene, into a four-necked flask having a stirrer, a thermometer and a reflux condenser cooled down to -20° C., and 300.0 g of phosgene are then metered in at room temperature over a period of about 3 h while stirring thoroughly. The reaction mixture is heated to 100° C. and a further 150.0 g of phosgene are passed in over a period of 2 h.... Solvent: ClC1=CC=CC=C1 (chlorobenzene). The product is ClC1=C2C(C(=O)OC(N2)=O)=CC=C1 (3-chloroisatoic anhydride). Reactants: C(=O)(Cl)Cl (phosgene), ClC1=C(C(C(=O)O)=CC=C1)N (3-chloroanthranilic acid), ClC1=C(C(C(=O)O)=CC=C1)N (3-chloroanthranilic acid), C(=O)(Cl)Cl (phosgene). Conditions: temperature -20 celsius. Starting materials: FC1=C(C=C(OCC2CCCC(N(C2)CC2=CC=CC=C2)C)C=C1)C (6-[(4-fluoro-3-methylphenoxy)methyl]-1-benzyl-2-methylazepane). The reagents and catalysts are [OH-].[OH-].[Pd+2] (Pearlman's catalyst). Run in CO (methanol). Conditions: temperature 23 celsius, time 1 hour. Product: FC1=C(C=C(OCC2CCCC(NC2)C)C=C1)C (6-[(4-fluoro-3-methylphenoxy)methyl]-2-methylazepane). As a reaction SMILES: [F:1][C:2]1[CH:24]=[CH:23][C:5]([O:6][CH2:7][CH:8]2[CH2:14][N:13](CC3C=CC=CC=3)[CH:12]([CH3:22])[CH2:11][CH2:10][CH2:9]2)=[CH:4][C:3]=1[CH3:25]>[OH-].[OH-].[Pd+2].CO>[F:1][C:2]1[CH:24]=[CH:23][C:5]([O:6][CH2:7][CH:8]2[CH2:14][NH:13][CH:12]([CH3:22])[CH2:11][CH2:10][CH2:9]2)=[CH:4][C:3]=1[CH3:25] |f:1.2.3|. Reported procedure: A mixture of 6-[(4-fluoro-3-methylphenoxy)methyl]-1-benzyl-2-methylazepane (2-6, 250 mg, 0.74 mmol, 1.0 equiv) and Pearlman's catalyst (wet 20% Pd(OH)2/C) (78 mg, 0.11 mmol, 0.15 equiv) in methanol (30 mL) was stirred under a hydrogen balloon for 1 hour at 23° C. The suspension was filtered and the filtrate was concentrated to give 6-[(4-fluoro-3-methylphenoxy)methyl]-2-methylazepane (2-7). δ 6.90 (m, 1H), 6.71 (m, 2H), 3.72-1.75 (m, 19H). LRMS m/z (M+H) 252.3 found, 252.2 required.